This data is from the Open Reaction Database (ORD), a public repository of structured organic reaction records. The task is: describe an organic reaction: reactants, conditions, products, and yield The reactants are N(=C=O)C1CC(CC(C1)(C)C)(C)CN=C=O (1-isocyanato-3-isocyanatomethyl-3,5,5-trimethylcyclohexane), hydroxyl, 198.0. Solvent: C1(=CC=CC=C1)C (toluene). Product: polyurethane, NC1CC(CC(C1)(C)C)(C)CN (1-amino-3-aminomethyl-3,5,5-trimethyl cyclohexane). Reaction SMILES: [N:1]([CH:4]1[CH2:9][C:8]([CH3:11])([CH3:10])[CH2:7][C:6]([CH2:13][N:14]=C=O)([CH3:12])[CH2:5]1)=C=O>C1(C)C=CC=CC=1>[NH2:1][CH:4]1[CH2:9][C:8]([CH3:10])([CH3:11])[CH2:7][C:6]([CH2:13][NH2:14])([CH3:12])[CH2:5]1. Procedure details: In the same apparatus as described in Example 1, a preadduct is produced from 67.03 parts, by weight, of a polyester of adipic acid and 1,4-butane diol (hydroxyl number 52.2; acid number 0.6), 3.06 parts, by weight, of a polydimethyl siloxane containing terminal methylol groups and having a hydroxyl number of 198.0 and 24.06 parts, by weight, of 1-isocyanato-3-isocyanatomethyl-3,5,5-trimethylcyclohexane by heating the mixture for 2.5 hours at 100° C. After dilution with 141.5 parts, by weight, o... Starting materials: CC1=CC=2C3=C(NC2C=C1)CCN1CCCC13 (10-methyl-2,3,5,6,7,11c-hexahydro-1H-indolizino[7,8-b]indole), P(=O)([O-])([O-])[O-].[K+].[K+].[K+] (potassium phosphate), N1[C@H](C(=O)O)CCC1 (L-proline), Cu(I)iodide, BrC=C(C)C=1C=CC(=NC1)C (5-(1-bromoprop-1-en-2-yl)-2-methylpyridine). Solvent: CN(C)C=O (DMF). Reaction conditions: temperature 120 celsius, time 18 hour. The product is CC1=CC=2C3=C(N(C2C=C1)C=C(C)C=1C=NC(=CC1)C)CCN1CCCC13 (10-methyl-7-(2-(6-methylpyridin-3-yl)prop-1-enyl)-2,3,5,6,7,11c-hexahydro-1H-indolizino[7,8-b]indole). As a reaction SMILES: [CH3:1][C:2]1[CH:10]=[CH:9][C:8]2[NH:7][C:6]3[CH2:11][CH2:12][N:13]4[CH:17]([C:5]=3[C:4]=2[CH:3]=1)[CH2:16][CH2:15][CH2:14]4.P([O-])([O-])([O-])=O.[K+].[K+].[K+].N1CCC[C@H]1C(O)=O.Br[CH:35]=[C:36]([C:38]1[CH:39]=[CH:40][C:41]([CH3:44])=[N:42][CH:43]=1)[CH3:37]>CN(C=O)C>[CH3:1][C:2]1[CH:10]=[CH:9][C:8]2[N:7]([CH:35]=[C:36]([C:38]3[CH:43]=[N:42][C:41]([CH3:44])=[CH:40][CH:39]=3)[CH3:37])[C:6]3[CH2:11][CH2:12][N:13]4[CH:17]([C:5]=3[C:4]=2[CH:3]=1)[CH2:16][CH2:15][CH2:14]4 |f:1.2.3.4|. Procedure: To a degassed solution of 10-methyl-2,3,5,6,7,11c-hexahydro-1H-indolizino[7,8-b]indole (50 mg, 0.22 mmol), potassium phosphate (93 mg, 0.44 mmol), L-proline (2 mg, 0.01 mmol) and Cu(I)iodide (8 mg, 0.04 mmol) in DMF (1 mL) was added 5-(1-bromoprop-1-en-2-yl)-2-methylpyridine (93 mg, 0.44 mmol). The reaction mixture was stirred at 120° C. for 18 h. The progress of reaction was monitored by TLC and LCMS. The reaction mixture was filtered through Celite and the filtrate was diluted with water (50 m... RXN SMILES: [CH3:21][C:22](=[O:23])[O:24][C:25](=[O:26])[CH3:27].[CH3:29][N:30]([CH3:31])[CH:32]=[O:33].[CH3:34][N:35]([c:36]1[cH:37][cH:38][n:39][cH:40][cH:41]1)[CH3:42].[ClH:28].[F:1][c:2]1[cH:3][cH:4][c:5]([NH:8][C:9](=[O:10])[N:11]2[C:12](=[O:20])[CH2:13][c:14]3[cH:15][cH:16][cH:17][cH:18][c:19]32)[cH:6][cH:7]1>>[F:1][c:2]1[cH:3][cH:4][c:5]([NH:8][C:9](=[O:10])[N:11]2[C:12](=[O:20])[CH:13]([C:22]([CH3:21])=[O:23])[c:14]3[cH:15][cH:16][cH:17][cH:18][c:19]32)[cH:6][cH:7]1. The product is CC(=O)C1C(=O)N(C(=O)Nc2ccc(F)cc2)c2ccccc21. Starting materials: CC(=O)OC(C)=O, CN(C)C=O, CN(C)c1ccncc1, Cl, O=C1Cc2ccccc2N1C(=O)Nc1ccc(F)cc1. The reactants are hydrochloride salt, CC1=CC=C(C=C1)S(=O)(=O)OCC1OC2=C(C1)C=CC=C2C2=C(C=C(C=C2)F)F ((±)-[7-(2,4-difluorophenyl)-2,3-dihydro-1-benzofuran-2-yl]methyl 4-methylbenzenesulfonate), CN (methylamine). Product: CNCC1OC2=C(C1)C=CC=C2C2=C(C=C(C=C2)F)F (N-methyl-1-[7-(2,4-difluorophenyl)-2,3-dihydro-1-benzofuran-2-yl]methanamine). RXN SMILES: CC1C=CC(S(O[CH2:12][CH:13]2[CH2:17][C:16]3[CH:18]=[CH:19][CH:20]=[C:21]([C:22]4[CH:27]=[CH:26][C:25]([F:28])=[CH:24][C:23]=4[F:29])[C:15]=3[O:14]2)(=O)=O)=CC=1.[CH3:30][NH2:31]>>[CH3:30][NH:31][CH2:12][CH:13]1[CH2:17][C:16]2[CH:18]=[CH:19][CH:20]=[C:21]([C:22]3[CH:27]=[CH:26][C:25]([F:28])=[CH:24][C:23]=3[F:29])[C:15]=2[O:14]1. Procedure details: The title compound was prepared (0.137 g, 68%) following the general procedure of Example 390 as a white solid, hydrochloride salt from (±)-[7-(2,4-difluorophenyl)-2,3-dihydro-1-benzofuran-2-yl]methyl 4-methylbenzenesulfonate (0.366 g, 0.88 mmol) and methylamine (0.273 g, 8.80 mmol). mp 156-160° C. The reactants are crude product, C(#N)C(C)(C)C=1C=C(C=CC1)C(=O)NC=1C=C(C=CC1)N(C1=NC=C(C(=N1)SC#N)[N+](=O)[O-])C (2-{[3-({[3-(1-cyano-1-methylethyl)phenyl]carbonyl}amino)phenyl](methyl)amino}-5-nitropyrimidin-4-yl thiocyanate), reduced iron, CN1C(CCC1)=O (1-methylpyrrolidin-2-one), Cl (hydrochloric acid), [OH-].[Na+] (sodium hydroxide). Run in C(C)O (ethanol). Reaction conditions: temperature 100 celsius, time 30 minute. Product: NC=1SC=2N=C(N=CC2N1)N(C=1C=C(C=CC1)NC(C1=CC(=CC=C1)C(C)(C)C#N)=O)C (N-{3-[(2-amino[1,3]thiazolo[5,4-d]pyrimidin-5-yl)(methyl)amino]phenyl}-3-(1-cyano-1-methylethyl)benzamide). Yield: 36.0%. As a reaction SMILES: [C:1]([C:3]([C:6]1[CH:7]=[C:8]([C:12]([NH:14][C:15]2[CH:16]=[C:17]([N:21]([CH3:34])[C:22]3[N:27]=[C:26]([S:28][C:29]#[N:30])[C:25]([N+:31]([O-])=O)=[CH:24][N:23]=3)[CH:18]=[CH:19][CH:20]=2)=[O:13])[CH:9]=[CH:10][CH:11]=1)([CH3:5])[CH3:4])#[N:2].CN1CCCC1=O.Cl.[OH-].[Na+]>C(O)C>[NH2:30][C:29]1[S:28][C:26]2[N:27]=[C:22]([N:21]([CH3:34])[C:17]3[CH:16]=[C:15]([NH:14][C:12](=[O:13])[C:8]4[CH:9]=[CH:10][CH:11]=[C:6]([C:3]([C:1]#[N:2])([CH3:5])[CH3:4])[CH:7]=4)[CH:20]=[CH:19][CH:18]=3)[N:23]=[CH:24][C:25]=2[N:31]=1 |f:3.4|. Reported procedure: To a suspension of the above-mentioned crude product of 2-{[3-({[3-(1-cyano-1-methylethyl)phenyl]carbonyl}amino)phenyl](methyl)amino}-5-nitropyrimidin-4-yl thiocyanate and reduced iron (368 mg, 6.59 mmol) in ethanol (8 mL)/1-methylpyrrolidin-2-one (2 mL) was added 1N hydrochloric acid (2 mL), and the mixture was stirred at 100° C. for 30 min. The reaction mixture was neutralized with 2N aqueous sodium hydroxide solution (1.5 mL), the insoluble material was filtered off, and the filtrate was conc... Product: CN1CCC[C@@H]2CC3=C(C[C@@H]12)C=CC=C3O (Trans-1,2,3,4,4a,5,10,10a-octahydro-N-methyl-6-hydroxybenzo[g]quinoline). Procedure details: This compound is obtained from the title compound of Example 6, analogously to Example 3 and 5. M.p. 323°-325° (Hydrochloride). The reactants are CN1CCC[C@@H]2CC3=C(C[C@@H]12)C=CC=C3OC (Trans-1,2,3,4,4a,5,10,10a-octahydro-N-methyl-6-methoxybenzo[g]quinoline), Cl (Hydrochloride). RXN SMILES: [CH3:1][N:2]1[C@H:11]2[C@@H:6]([CH2:7][C:8]3[C:15]([O:16]C)=[CH:14][CH:13]=[CH:12][C:9]=3[CH2:10]2)[CH2:5][CH2:4][CH2:3]1.Cl>>[CH3:1][N:2]1[C@H:11]2[C@@H:6]([CH2:7][C:8]3[C:15]([OH:16])=[CH:14][CH:13]=[CH:12][C:9]=3[CH2:10]2)[CH2:5][CH2:4][CH2:3]1.